Dataset: the Open Reaction Database (ORD), a public repository of structured organic reaction records. Task: describe an organic reaction: reactants, conditions, products, and yield The reactants are C(C)(=O)O.O (acetic acid water), (E)-4-methyl-5-carboxy-4-penten-1-yltriphenylphosphonium bromide, COC(C(CC\C=C(\CCC=C(C)C)/C)=O)OC ((E)-1,1-dimethoxy-6,10-dimethyl-5,9-undecadien-2-one), [H-].[Na+] (sodium hydride), [BH4-].[Na+] (sodium borohydride). Solvent: CS(=O)C (dimethyl sulfoxide), C(C)O (ethanol), O (water), C(C)OCC (ethyl ether). Run at time 2.5 hour. Product: OC/C(=C/CC/C(=C/C(=O)O)/C)/CC\C=C(\CCC=C(C)C)/C ((E,E,E)-7-hydroxymethyl-3,11,15-trimethyl-2,6,10,14-hexadecatetraenoic acid). Reaction SMILES: CO[CH:3]([O:17]C)[C:4](=O)[CH2:5][CH2:6]/[CH:7]=[C:8](\[CH3:15])/[CH2:9][CH2:10][CH:11]=[C:12]([CH3:14])[CH3:13].[H-].[Na+].[C:21]([OH:24])(=[O:23])[CH3:22].O.[BH4-].[Na+]>CS(C)=O.C(O)C.O.C(OCC)C>[OH:17][CH2:3]/[C:4](/[CH2:5][CH2:6]/[CH:7]=[C:8](\[CH3:15])/[CH2:9][CH2:10][CH:11]=[C:12]([CH3:13])[CH3:14])=[CH:3]/[CH2:4][CH2:5]/[C:6](/[CH3:7])=[CH:22]/[C:21]([OH:24])=[O:23] |f:1.2,3.4,5.6|. Reported procedure: A suspension of 14.1 g of (E)-4-methyl-5-carboxy-4-penten-1-yltriphenylphosphonium bromide, 8.4 g of (E)-1,1-dimethoxy-6,10-dimethyl-5,9-undecadien-2-one and 2.5 g of 63.8% sodium hydride in 30 ml of anhydrous dimethyl sulfoxide was stirred at 50°-55° C. for 2.5 hours and 40 ml of acetic acid-water (5:1) was added thereto. The resulting mixture was again stirred at 50°-55° C. for 30 minutes. After completion of the reaction, the reaction mixture was extracted four times with n-hexane and the ext... Starting materials: CCOC(=O)CCCBr, O=C([O-])[O-], [K+], [K+], COC(=O)c1cc([N+](=O)[O-])ccc1O, CN(C)C=O. Product: CCOC(=O)CCCOc1ccc([N+](=O)[O-])cc1C(=O)OC. As a reaction SMILES: [Br:15][CH2:16][CH2:17][CH2:18][C:19](=[O:20])[O:21][CH2:22][CH3:23].[C:24](=[O:25])([O-:26])[O-:27].[K+:28].[K+:29].[N+:1](=[O:2])([O-:3])[c:4]1[cH:5][cH:6][c:7]([OH:14])[c:8]([C:9](=[O:10])[O:11][CH3:12])[cH:13]1.[O:30]=[CH:31][N:32]([CH3:33])[CH3:34]>>[N+:1](=[O:2])([O-:3])[c:4]1[cH:5][cH:6][c:7]([O:14][CH2:16][CH2:17][CH2:18][C:19](=[O:20])[O:21][CH2:22][CH3:23])[c:8]([C:9](=[O:10])[O:11][CH3:12])[cH:13]1. The reactants are NC1=CC=C(OC2=NC=CC=C2C2=NC(=NC=C2)NC)C=C1 (4-(2-(4-amino-phenoxy)pyridin-3-yl)-N-methylpyrimidin-2-amine), ClC(=O)OC1=CC=C(C=C1)[N+](=O)[O-] (4-nitrophenyl chloroformate), C(C)OC(CNC1=CC=CC=C1)OCC (N-(2,2-diethoxyethyl)benzenamine). Solvent: C(C)(=O)OCC (ethyl acetate), C1CCOC1 (THF). Run at time 30 minute. Product: CNC1=NC=CC(=N1)C=1C(=NC=CC1)OC1=CC=C(C=C1)N1C(N(C=C1)C1=CC=CC=C1)=O (1-(4-(3-(2-(methylamino)pyrimidin-4-yl)pyridin-2-yloxy)phenyl)-3-phenyl-1H-imidazol-2(3H)-one). As a reaction SMILES: [NH2:1][C:2]1[CH:22]=[CH:21][C:5]([O:6][C:7]2[C:12]([C:13]3[CH:18]=[CH:17][N:16]=[C:15]([NH:19][CH3:20])[N:14]=3)=[CH:11][CH:10]=[CH:9][N:8]=2)=[CH:4][CH:3]=1.Cl[C:24](OC1C=CC([N+]([O-])=O)=CC=1)=[O:25].C(O[CH:39](OCC)[CH2:40][NH:41][C:42]1[CH:47]=[CH:46][CH:45]=[CH:44][CH:43]=1)C>C1COCC1.C(OCC)(=O)C>[CH3:20][NH:19][C:15]1[N:14]=[C:13]([C:12]2[C:7]([O:6][C:5]3[CH:21]=[CH:22][C:2]([N:1]4[CH:39]=[CH:40][N:41]([C:42]5[CH:43]=[CH:44][CH:45]=[CH:46][CH:47]=5)[C:24]4=[O:25])=[CH:3][CH:4]=3)=[N:8][CH:9]=[CH:10][CH:11]=2)[CH:18]=[CH:17][N:16]=1. Reported procedure: To a slurry of 4-(2-(4-amino-phenoxy)pyridin-3-yl)-N-methylpyrimidin-2-amine (0.200 g, 0.682 mmol) in THF (3 mL) under nitrogen was added 4-nitrophenyl chloroformate (0.138 mg, 0.682 mmol). The dark brown mixture was allowed to stir for 1 h, at which point N-(2,2-diethoxyethyl)benzenamine (0.285 mL, 1.36 mmol) was added. The reaction was heated to 80 deg. C. for 30 min. The reaction was cooled to ambient temperature, diluted with ethyl acetate, and washed with 3× saturated aqueous sodium bicarbo... Reactants: Oc1ccc(F)cc1, CC(C)C(=O)Nc1cccc(C2CCN(CC(O)c3ccccc3)CC2)c1. The product is CC(C)C(=O)Nc1cccc(C2CCN(CC(Oc3ccc(F)cc3)c3ccccc3)CC2)c1. Reaction SMILES: [F:1][c:2]1[cH:3][cH:4][c:5]([OH:8])[cH:6][cH:7]1.[OH:9][CH:10]([CH2:11][N:12]1[CH2:13][CH2:14][CH:15]([c:18]2[cH:19][c:20]([NH:24][C:25]([CH:26]([CH3:27])[CH3:28])=[O:29])[cH:21][cH:22][cH:23]2)[CH2:16][CH2:17]1)[c:30]1[cH:31][cH:32][cH:33][cH:34][cH:35]1>>[F:1][c:2]1[cH:3][cH:4][c:5]([O:8][CH:10]([CH2:11][N:12]2[CH2:13][CH2:14][CH:15]([c:18]3[cH:19][c:20]([NH:24][C:25]([CH:26]([CH3:27])[CH3:28])=[O:29])[cH:21][cH:22][cH:23]3)[CH2:16][CH2:17]2)[c:30]2[cH:31][cH:32][cH:33][cH:34][cH:35]2)[cH:6][cH:7]1. Starting materials: BrC1=CC=C(CN2C(=NC3=C2C=CC(=C3)OCC3=NC2=CC=CC=C2C=C3)[C@H]3C([C@H]3C(=O)OCC)(C)C)C=C1 (racemic cis-ethyl 3-(1-(4-bromobenzyl)-5-(quinolin-2-ylmethoxy)-1H-benzo[d]imidazol-2-yl)-2,2-dimethylcyclopropanecarboxylate), FC=1C=C(C=CC1F)B(O)O (3,4-difluorophenylboronic acid). Yields the product FC=1C=C(C=CC1F)C1=CC=C(C=C1)CN1C(=NC2=C1C=CC(=C2)OCC2=NC1=CC=CC=C1C=C2)[C@H]2C([C@H]2C(=O)O)(C)C (racemic cis-3-{1-[(3′,4′-Difluorobiphenyl-4-yl)methyl]-5-(quinolin-2-ylmethoxy)-1H-benzimidazol-2-yl}-2,2-dimethylcyclopropanecarboxylic acid). RXN SMILES: Br[C:2]1[CH:39]=[CH:38][C:5]([CH2:6][N:7]2[C:11]3[CH:12]=[CH:13][C:14]([O:16][CH2:17][C:18]4[CH:27]=[CH:26][C:25]5[C:20](=[CH:21][CH:22]=[CH:23][CH:24]=5)[N:19]=4)=[CH:15][C:10]=3[N:9]=[C:8]2[C@@H:28]2[C@H:30]([C:31]([O:33]CC)=[O:32])[C:29]2([CH3:37])[CH3:36])=[CH:4][CH:3]=1.[F:40][C:41]1[CH:42]=[C:43](B(O)O)[CH:44]=[CH:45][C:46]=1[F:47]>>[F:40][C:41]1[CH:42]=[C:43]([C:2]2[CH:3]=[CH:4][C:5]([CH2:6][N:7]3[C:11]4[CH:12]=[CH:13][C:14]([O:16][CH2:17][C:18]5[CH:27]=[CH:26][C:25]6[C:20](=[CH:21][CH:22]=[CH:23][CH:24]=6)[N:19]=5)=[CH:15][C:10]=4[N:9]=[C:8]3[C@@H:28]3[C@H:30]([C:31]([OH:33])=[O:32])[C:29]3([CH3:36])[CH3:37])=[CH:38][CH:39]=2)[CH:44]=[CH:45][C:46]=1[F:47]. Procedure details: The title compound was prepared using similar methods to those in Example 110 using racemic cis-ethyl 3-(1-(4-bromobenzyl)-5-(quinolin-2-ylmethoxy)-1H-benzo[d]imidazol-2-yl)-2,2-dimethylcyclopropanecarboxylate and 3,4-difluorophenylboronic acid in Step A. MS (ESI): mass calcd. for C36H29F2N3O3, 589.22; m/z found, 590.1 [M+H]+. 1H NMR (400 MHz, CDCl3) δ 8.24 (d, J=8.5, 1H), 8.11 (d, J=8.6, 1H), 7.85 (d, J=8.2, 1H), 7.79-7.73 (m, 1H), 7.71 (d, J=8.5, 1H), 7.60-7.55 (m, 1H), 7.53-7.49 (m, 2H), 7.39...